From a dataset of the Open Reaction Database (ORD), a public repository of structured organic reaction records. describe an organic reaction: reactants, conditions, products, and yield Starting materials: O=C([O-])[O-], [Cl-], Oc1ccc(F)cc1, O=C(O)c1ccc(Cl)cc1I, [K+], [K+], c1ccncc1. The product is O=C(O)c1ccc(Cl)cc1Oc1ccc(F)cc1. Reaction SMILES: [C:20](=[O:21])([O-:22])[O-:23].[Cl-:26].[F:12][c:13]1[cH:14][cH:15][c:16]([OH:19])[cH:17][cH:18]1.[I:1][c:2]1[c:3]([C:4](=[O:5])[OH:6])[cH:7][cH:8][c:9]([Cl:11])[cH:10]1.[K+:24].[K+:25].[cH:27]1[cH:28][cH:29][n:30][cH:31][cH:32]1>>[c:2]1([O:19][c:16]2[cH:15][cH:14][c:13]([F:12])[cH:18][cH:17]2)[c:3]([C:4](=[O:5])[OH:6])[cH:7][cH:8][c:9]([Cl:11])[cH:10]1. Reactants: CN(C)C=O, FC(F)=C(F)Cl, Cl, [K+], Nc1cc(Cl)c(O)cc1Cl, [OH-], O. The product is Nc1cc(Cl)c(OC(F)(F)C(F)Cl)cc1Cl. As a reaction SMILES: [CH3:21][N:22]([CH3:23])[CH:24]=[O:25].[Cl:14][C:15](=[C:16]([F:17])[F:18])[F:19].[ClH:1].[K+:13].[NH2:2][c:3]1[cH:4][c:5]([Cl:11])[c:6]([OH:10])[cH:7][c:8]1[Cl:9].[OH-:12].[OH2:20]>>[NH2:2][c:3]1[cH:4][c:5]([Cl:11])[c:6]([O:10][C:16]([CH:15]([Cl:14])[F:19])([F:17])[F:18])[cH:7][c:8]1[Cl:9].